Dataset: the Open Reaction Database (ORD), a public repository of structured organic reaction records. Task: describe an organic reaction: reactants, conditions, products, and yield Starting materials: CC#N, COC(=O)Cl, OCC1CNCCN1, [Na+], [Na+], O=C([O-])[O-]. Product: COC(=O)N1CCNC(CO)C1. As a reaction SMILES: [CH3:20][C:21]#[N:22].[Cl:9][C:10](=[O:11])[O:12][CH3:13].[NH:1]1[CH:2]([CH2:7][OH:8])[CH2:3][NH:4][CH2:5][CH2:6]1.[Na+:14].[Na+:15].[O-:16][C:17](=[O:18])[O-:19]>>[NH:1]1[CH:2]([CH2:7][OH:8])[CH2:3][N:4]([C:10](=[O:11])[O:12][CH3:13])[CH2:5][CH2:6]1. The reactants are C(N)(OCC1C2=C(C=C(C=C2N2CC3NC3C1(O2)O)C=O)O)=O (4-formyl-6,9-dihydroxy-14-oxa-1,11-diazatetracyclo[7.4.1.02,7.010,12 ]tetradeca-2,4,6-trien-8-ylmethyl carbamate), Cl.CON (O-methylhydroxylamine hydrochloride), C([O-])(O)=O.[Na+] (sodium bicarbonate). Solvent: CO (methanol). Reaction conditions: time 1.5 hour. The product is C(N)(OCC1C2=C(C=C(C=C2N2CC3NC3C1(O2)O)C=NOC)O)=O (6,9-dihydroxy-4-methoxyiminomethyl-14-oxa-1,11-diazatetracyclo[7.4.1.02,7.010,12 ]tetradeca-2,4,6-trien-8-ylmethyl carbamate). Isolated yield 73.4%. As a reaction SMILES: [C:1](=[O:23])([O:3][CH2:4][CH:5]1[C:17]2([OH:19])[O:18][N:12]([CH2:13][CH:14]3[CH:16]2[NH:15]3)[C:11]2[C:6]1=[C:7]([OH:22])[CH:8]=[C:9]([CH:20]=O)[CH:10]=2)[NH2:2].Cl.[CH3:25][O:26][NH2:27].C(=O)(O)[O-].[Na+]>CO>[C:1](=[O:23])([O:3][CH2:4][CH:5]1[C:17]2([OH:19])[O:18][N:12]([CH2:13][CH:14]3[CH:16]2[NH:15]3)[C:11]2[C:6]1=[C:7]([OH:22])[CH:8]=[C:9]([CH:20]=[N:27][O:26][CH3:25])[CH:10]=2)[NH2:2] |f:1.2,3.4|. Reported procedure: To a solution of 4-formyl-6,9-dihydroxy-14-oxa-1,11-diazatetracyclo[7.4.1.02,7.010,12 ]tetradeca-2,4,6-trien-8-ylmethyl carbamate (100 mg) in methanol (5 ml) were added O-methylhydroxylamine hydrochloride (105 mg) and sodium bicarbonate (106 mg). The mixture was stirred for 1.5 hours at ambient temperature and evaporated in vacuo. The residue was subjected to preparative thin layer chromatography, which was developed with a mixture of chloroform and methanol (4:1, v/v) to afford 6,9-dihydroxy-4-... Starting materials: C(C)(=O)Cl (acetyl chloride), O (water), β-lactam, N1=CC=CC=C1 (pyridine), C(C)(=O)OCC=1CS[C@H]2N(C1C(=O)O)C([C@H]2NC(C(C2=CC=CC=C2)=NO)=O)=O (3-acetoxymethyl-7β-(2-hydroxyimino-2-phenylacetamido)ceph-3-em-4-carboxylic acid). Solvent: C(C)(=O)OCC (ethyl acetate), C(C)(=O)OCC (ethyl acetate). Yields the product C(C)(=O)ON=C(C(=O)N[C@H]1[C@@H]2N(C(=C(CS2)COC(C)=O)C(=O)O)C1=O)C1=CC=CC=C1 (7β-(2-Acetoxyimino-2-phenylacetamido)-3-acetoxymethylceph-3-em-4-carboxylic acid). Reaction SMILES: N1C=CC=CC=1.[C:7]([O:10][CH2:11][C:12]1[CH2:13][S:14][C@@H:15]2[C@H:22]([NH:23][C:24](=[O:34])[C:25](=[N:32][OH:33])[C:26]3[CH:31]=[CH:30][CH:29]=[CH:28][CH:27]=3)[C:21](=[O:35])[N:16]2[C:17]=1[C:18]([OH:20])=[O:19])(=[O:9])[CH3:8].[C:36](Cl)(=[O:38])[CH3:37].O>C(OCC)(=O)C>[C:36]([O:33][N:32]=[C:25]([C:26]1[CH:31]=[CH:30][CH:29]=[CH:28][CH:27]=1)[C:24]([NH:23][C@@H:22]1[C:21](=[O:35])[N:16]2[C:17]([C:18]([OH:20])=[O:19])=[C:12]([CH2:11][O:10][C:7](=[O:9])[CH3:8])[CH2:13][S:14][C@H:15]12)=[O:34])(=[O:38])[CH3:37]. Reported procedure: To a solution of pyridine (1.5 ml.) in ethyl acetate (20 ml.) was added 3-acetoxymethyl-7β-(2-hydroxyimino-2-phenylacetamido)ceph-3-em-4-carboxylic acid (syn-isomer) (0.5 g.) and the stirred mixture was treated dropwise with a solution of acetyl chloride (1.0 ml.) in ethyl acetate (5 ml.) and stirring continued for ten minutes. The mixture was poured into water, the ethyl acetate phase separated and washed with 2 N-hydrochloric acid, water, and extracted with saturated aqueous sodium bicarbonate...